This data is from the Open Reaction Database (ORD), a public repository of structured organic reaction records. The task is: describe an organic reaction: reactants, conditions, products, and yield The reactants are CO, CCOC(C)=O, CCCCC(=Cc1ccc(C#N)c(F)c1)c1sc(-c2ccc(C(F)(F)F)cc2)nc1C, [Pd]. Product: CCCCC(Cc1ccc(C#N)c(F)c1)c1sc(-c2ccc(C(F)(F)F)cc2)nc1C. As a reaction SMILES: [CH3:32][OH:33].[CH3:34][CH2:35][O:36][C:37](=[O:38])[CH3:39].[F:1][c:2]1[c:3]([C:4]#[N:5])[cH:6][cH:7][c:8]([CH:10]=[C:11]([CH2:12][CH2:13][CH2:14][CH3:15])[c:16]2[c:17]([CH3:31])[n:18][c:19](-[c:21]3[cH:22][cH:23][c:24]([C:27]([F:28])([F:29])[F:30])[cH:25][cH:26]3)[s:20]2)[cH:9]1.[Pd:40]>>[F:1][c:2]1[c:3]([C:4]#[N:5])[cH:6][cH:7][c:8]([CH2:10][CH:11]([CH2:12][CH2:13][CH2:14][CH3:15])[c:16]2[c:17]([CH3:31])[n:18][c:19](-[c:21]3[cH:22][cH:23][c:24]([C:27]([F:28])([F:29])[F:30])[cH:25][cH:26]3)[s:20]2)[cH:9]1. Starting materials: BrC1=CC=C(C=C1)NC(NC=1SC=C(N1)C(C(=O)OCC)=O)=O (ethyl 2-(3-p-bromophenylureido)thiazol-4-ylglyoxylate), S1C(=S)N(C(=O)C1)CC(=O)O (rhodanine-3-acetic acid), [Cl-].[NH4+] (ammonium chloride), N (ammonia). Run in C(C)O (ethanol). The product is BrC1=CC=C(C=C1)NC(NC=1SC=C(N1)C(C(=O)OCC)=C1C(N(C(S1)=S)CC(=O)O)=O)=O (5-{1-[2-(3-p-Bromophenylureido)thiazol-4-yl]-1-ethoxycarbonylmethylene}rhodanine-3-acetic acid). RXN SMILES: [Br:1][C:2]1[CH:7]=[CH:6][C:5]([NH:8][C:9](=[O:23])[NH:10][C:11]2[S:12][CH:13]=[C:14]([C:16](=O)[C:17]([O:19][CH2:20][CH3:21])=[O:18])[N:15]=2)=[CH:4][CH:3]=1.[S:24]1[CH2:30][C:28](=[O:29])[N:27]([CH2:31][C:32]([OH:34])=[O:33])[C:25]1=[S:26].[Cl-].[NH4+].N>C(O)C>[Br:1][C:2]1[CH:7]=[CH:6][C:5]([NH:8][C:9](=[O:23])[NH:10][C:11]2[S:12][CH:13]=[C:14]([C:16](=[C:30]3[S:24][C:25](=[S:26])[N:27]([CH2:31][C:32]([OH:34])=[O:33])[C:28]3=[O:29])[C:17]([O:19][CH2:20][CH3:21])=[O:18])[N:15]=2)=[CH:4][CH:3]=1 |f:2.3|. Reported procedure: Following a procedure similar to that described in Example 1, the desired compound was prepared from 4 g of ethyl 2-(3-p-bromophenylureido)thiazol-4-ylglyoxylate, 2 g of rhodanine-3-acetic acid, 1 g of ammonium chloride, 1 ml of 28% v/v aqueous ammonia and 50 ml of ethanol. The resulting product was a yellow powder having the following physical properties.